Dataset: the Open Reaction Database (ORD), a public repository of structured organic reaction records. Task: describe an organic reaction: reactants, conditions, products, and yield Starting materials: O=C([O-])[O-], C=CCCl, CN(C)C=O, Cc1cc([N+](=O)[O-])ccc1NC=O, [K+], [K+], [Na+], [OH-], O. Product: C=CCNc1ccc([N+](=O)[O-])cc1C. Reaction SMILES: [C:14](=[O:15])([O-:16])[O-:17].[CH2:20]([CH:21]=[CH2:23])[Cl:22].[CH3:26][N:27]([CH3:28])[CH:29]=[O:30].[CH:1](=[O:2])[NH:3][c:4]1[c:5]([CH3:13])[cH:6][c:7]([N+:10](=[O:11])[O-:12])[cH:8][cH:9]1.[K+:18].[K+:19].[Na+:25].[OH-:24].[OH2:31]>>[CH2:1]([NH:3][c:4]1[c:5]([CH3:13])[cH:6][c:7]([N+:10](=[O:11])[O-:12])[cH:8][cH:9]1)[CH:20]=[CH2:21]. Reactants: NC1=NC(=CN=C1OC1=CC=CC=C1)OC (2-amino-3-phenoxy-6-methoxypyrazine), N(=O)[O-].[Na+] (sodium nitrite), OC1=NC(=CN=C1OC1=CC=CC=C1)OC (2-hydroxy-3-phenoxy-6 -methoxypyrazine), P(=O)(Cl)(Cl)Cl (phosphorus oxychloride). Yields the product ClC1=NC(=CN=C1OC1=CC=CC=C1)OC (2-chloro-3-phenoxy-6-methoxypyrazine). Reaction SMILES: N[C:2]1[C:7]([O:8][C:9]2[CH:14]=[CH:13][CH:12]=[CH:11][CH:10]=2)=[N:6][CH:5]=[C:4]([O:15][CH3:16])[N:3]=1.N([O-])=O.[Na+].OC1C(OC2C=CC=CC=2)=NC=C(OC)N=1.P(Cl)(Cl)([Cl:39])=O>>[Cl:39][C:2]1[C:7]([O:8][C:9]2[CH:14]=[CH:13][CH:12]=[CH:11][CH:10]=2)=[N:6][CH:5]=[C:4]([O:15][CH3:16])[N:3]=1 |f:1.2|. Procedure: The 2-amino substituent of Step A product when treated with sodium nitrite as described in Step E of Preparation 81 is converted to the 2-hydroxy group. Treatment of the 2-hydroxy-3-phenoxy-6 -methoxypyrazine with phosphorus oxychloride by the method of Preparation 13, Step B, gives 2-chloro-3-phenoxy-6-methoxypyrazine. The reactants are Nc1ccc(-c2cnc(NC(=O)C3CCCN3C(=O)OCc3ccccc3)s2)cc1, O=C(Cl)C1CCCC1, ClCCl. The product is O=C(Nc1ccc(-c2cnc(NC(=O)C3CCCN3C(=O)OCc3ccccc3)s2)cc1)C1CCCC1. As a reaction SMILES: [CH2:1]([c:2]1[cH:3][cH:4][cH:5][cH:6][cH:7]1)[O:8][C:9](=[O:10])[N:11]1[CH:12]([C:16]([NH:17][c:18]2[s:19][c:20](-[c:23]3[cH:24][cH:25][c:26]([NH2:29])[cH:27][cH:28]3)[cH:21][n:22]2)=[O:30])[CH2:13][CH2:14][CH2:15]1.[CH:31]1([C:36](=[O:37])[Cl:38])[CH2:32][CH2:33][CH2:34][CH2:35]1.[Cl:39][CH2:40][Cl:41]>>[CH2:1]([c:2]1[cH:3][cH:4][cH:5][cH:6][cH:7]1)[O:8][C:9](=[O:10])[N:11]1[CH:12]([C:16]([NH:17][c:18]2[s:19][c:20](-[c:23]3[cH:24][cH:25][c:26]([NH:29][C:36]([CH:31]4[CH2:32][CH2:33][CH2:34][CH2:35]4)=[O:37])[cH:27][cH:28]3)[cH:21][n:22]2)=[O:30])[CH2:13][CH2:14][CH2:15]1. The product is CCCCCc1ccc(-c2cc(F)c(C=O)c(F)c2)cc1. Reactants: C1CCOC1, [Li]CCCC, O=CN1CCCCC1, CCCCCc1ccc(-c2cc(F)cc(F)c2)cc1, O. As a reaction SMILES: [CH2:34]1[O:35][CH2:36][CH2:37][CH2:38]1.[CH3:20][CH2:21][CH2:22][CH2:23][Li:24].[CH:25](=[O:26])[N:27]1[CH2:28][CH2:29][CH2:30][CH2:31][CH2:32]1.[F:1][c:2]1[cH:3][c:4]([F:19])[cH:5][c:6](-[c:8]2[cH:9][cH:10][c:11]([CH2:14][CH2:15][CH2:16][CH2:17][CH3:18])[cH:12][cH:13]2)[cH:7]1.[OH2:33]>>[F:1][c:2]1[c:3]([CH:25]=[O:26])[c:4]([F:19])[cH:5][c:6](-[c:8]2[cH:9][cH:10][c:11]([CH2:14][CH2:15][CH2:16][CH2:17][CH3:18])[cH:12][cH:13]2)[cH:7]1. The reactants are [H-].[Na+] (Sodium hydride), FC1=C2C(=CNC2=CC(=C1)F)S(=O)(=O)CC(=O)NC1=NOC(=C1)C (2-((4,6-difluoro-1H-indol-3-yl)sulfonyl)-N-(5-methylisoxazol-3-yl)acetamide), BrC=1C=C(CBr)C=CC1 (3-bromo-benzylbromide). Run in CN(C)C=O (DMF). Conditions: temperature 0 celsius, time 15 minute. The product is BrC=1C=C(CN2C=C(C3=C(C=C(C=C23)F)F)S(=O)(=O)CC(=O)NC2=NOC(=C2)C)C=CC1 (2-((1-(3-bromobenzyl)-4,6-difluoro-1H-indol-3-yl)sulfonyl)-N-(5-methylisoxazol-3-yl)acetamide). Isolated yield 51.7%. Reaction SMILES: [F:1][C:2]1[CH:10]=[C:9]([F:11])[CH:8]=[C:7]2[C:3]=1[C:4]([S:12]([CH2:15][C:16]([NH:18][C:19]1[CH:23]=[C:22]([CH3:24])[O:21][N:20]=1)=[O:17])(=[O:14])=[O:13])=[CH:5][NH:6]2.[H-].[Na+].[Br:27][C:28]1[CH:29]=[C:30]([CH:33]=[CH:34][CH:35]=1)[CH2:31]Br>CN(C=O)C>[Br:27][C:28]1[CH:29]=[C:30]([CH:33]=[CH:34][CH:35]=1)[CH2:31][N:6]1[C:7]2[C:3](=[C:2]([F:1])[CH:10]=[C:9]([F:11])[CH:8]=2)[C:4]([S:12]([CH2:15][C:16]([NH:18][C:19]2[CH:23]=[C:22]([CH3:24])[O:21][N:20]=2)=[O:17])(=[O:14])=[O:13])=[CH:5]1 |f:1.2|. Procedure: In a 5 mL microwave vial, 2-((4,6-difluoro-1H-indol-3-yl)sulfonyl)-N-(5-methylisoxazol-3-yl)acetamide (62.0 mg, 0.174 mmol) from Step C was dissolved in DMF (3 mL) and cooled to 0° C. Sodium hydride (60% by weight, 8.0 mg, 0.35 mmol) was then added in one portion and the reaction mixture was vigorously stirred at 0° C. for 15 minutes. 3-bromo-benzylbromide (44.0 mg, 0.174 mmol) was added in one portion and the reaction mixture was stirred while being allowed to warm to ambient temperature over 3... Starting materials: ClC1=NC(=NC(=C1)C(F)(F)F)C=1C=NC=CC1 (4-chloro-2-(3-pyridinyl)-6-trifluoromethylpyrimidine), CC1=C(N)C=C(C(=C1)O)C (2,5-dimethyl-4-hydroxyaniline). The product is CC1=C(NC2=NC(=NC(=C2)C(F)(F)F)C=2C=NC=CC2)C=C(C(=C1)O)C (4-(2,5-Dimethyl-4-hydroxyanilino)-2-(3-pyridinyl)-6-trifluoromethylpyrimidine). As a reaction SMILES: Cl[C:2]1[CH:7]=[C:6]([C:8]([F:11])([F:10])[F:9])[N:5]=[C:4]([C:12]2[CH:13]=[N:14][CH:15]=[CH:16][CH:17]=2)[N:3]=1.[CH3:18][C:19]1[CH:25]=[C:24]([OH:26])[C:23]([CH3:27])=[CH:22][C:20]=1[NH2:21]>>[CH3:18][C:19]1[CH:25]=[C:24]([OH:26])[C:23]([CH3:27])=[CH:22][C:20]=1[NH:21][C:2]1[CH:7]=[C:6]([C:8]([F:11])([F:10])[F:9])[N:5]=[C:4]([C:12]2[CH:13]=[N:14][CH:15]=[CH:16][CH:17]=2)[N:3]=1. Reported procedure: The title compound was prepared from 4-chloro-2-(3-pyridinyl)-6-trifluoromethylpyrimidine (50 mg, 0.192 mmol) and 2,5-dimethyl-4-hydroxyaniline (40 mg, 0.288 mmol) similar to Example 190 and was isolated as a solid. 1H NMR (CDCl3): 9.51 (brs, 1H), 8.72 (d, J=8.4 Hz, 1H), 8.63 (d, J=3.6 Hz, 1H), 7.45 (dd, J=7.5, 3.5 Hz, 1H), 7.33 (s, 1H), 7.00 (s, 1H), 6.74 (s, 1H), 6.45 (brs, 1H), 2.25 (s, 3H), 2.16 (s, 3H). The reactants are ClC1=CC=C(C(C(=O)N)=C1)O (5-chlorosalicylamide), BrC1CN(CC1)C (3-bromo-1-methylpyrrolidine), [H-].[Na+] (sodium hydride), C(C=1C(O)=CC=CC1)(=O)N (salicylamide). Run in O (water), CN(C=O)C (dimethylformamide), CN(C=O)C (dimethylformamide), CN(C=O)C (dimethylformamide). The product is O.ClC=1C=CC(=C(C(=O)N)C1)OC1CN(CC1)C.ClC=1C=CC(=C(C(=O)N)C1)OC1CN(CC1)C (5-Chloro-2-[(1-methyl-3-pyrrolidinyl)oxy]benzamide hemihydrate). Isolated yield 34.1%. RXN SMILES: [H-].[Na+].[Cl:3][C:4]1[CH:12]=[C:8]([C:9]([NH2:11])=[O:10])[C:7]([OH:13])=[CH:6][CH:5]=1.C(N)(=O)C1C(=CC=CC=1)O.Br[CH:25]1[CH2:29][CH2:28][N:27]([CH3:30])[CH2:26]1>CN(C)C=O.O>[OH2:10].[Cl:3][C:4]1[CH:5]=[CH:6][C:7]([O:13][CH:25]2[CH2:29][CH2:28][N:27]([CH3:30])[CH2:26]2)=[C:8]([CH:12]=1)[C:9]([NH2:11])=[O:10].[Cl:3][C:4]1[CH:5]=[CH:6][C:7]([O:13][CH:25]2[CH2:29][CH2:28][N:27]([CH3:30])[CH2:26]2)=[C:8]([CH:12]=1)[C:9]([NH2:11])=[O:10] |f:0.1,7.8.9|. Procedure details: To a cooled suspension of 2.4 g (0.41 mole) sodium hydride in 50 ml of dimethylformamide was added dropwise 17 g (0.1 mole) of 5-chlorosalicylamide dissolved in 50 ml of dimethylformamide at a rate such that the temperature did not exceed 20° C. After addition of the salicylamide was complete, 16.7 g (0.1 mole) of 3-bromo-1-methylpyrrolidine dissolved in 50 ml of dimethylformamide was added dropwise. The reaction mixture was stirred and heated at reflux for 19 hr. The cooled solution was diluted... The reactants are CN1C(=O)CCC2(C)c3ccc(Br)cc3CCC12, Cc1ccccc1, CO, OB(O)c1ccc(F)c(Cl)c1, ClCCl, [Na+], [Na+], O=C([O-])[O-]. Yields the product CN1C(=O)CCC2(C)c3ccc(-c4ccc(F)c(Cl)c4)cc3CCC12. As a reaction SMILES: [CH3:1][N:2]1[C:3](=[O:18])[CH2:4][CH2:5][C:6]2([CH3:17])[c:7]3[c:8]([cH:12][c:13]([Br:16])[cH:14][cH:15]3)[CH2:9][CH2:10][CH:11]12.[CH3:36][c:37]1[cH:38][cH:39][cH:40][cH:41][cH:42]1.[CH3:46][OH:47].[Cl:19][c:20]1[cH:21][c:22]([B:27]([OH:28])[OH:29])[cH:23][cH:24][c:25]1[F:26].[Cl:43][CH2:44][Cl:45].[Na+:30].[Na+:31].[O-:32][C:33](=[O:34])[O-:35]>>[CH3:1][N:2]1[C:3](=[O:18])[CH2:4][CH2:5][C:6]2([CH3:17])[c:7]3[c:8]([cH:12][c:13](-[c:22]4[cH:21][c:20]([Cl:19])[c:25]([F:26])[cH:24][cH:23]4)[cH:14][cH:15]3)[CH2:9][CH2:10][CH:11]12. Reactants: C(C)(C)(C)OC(=O)N1CCC2=C(CC1)C=CC(=C2)NC2=NN1C(C(=CC=C1)C1=C(C=C(C=C1)S(=O)(=O)C)OCC(F)F)=N2 (7-{8-[2-(2,2-difluoro-ethoxy)-4-methanesulfonyl-phenyl]-[1,2,4]triazolo[1,5-a]pyridin-2-ylamino}-1,2,4,5-tetrahydro-3-benzazepine-3-carboxylic acid tert-butyl ester), FC(C(=O)O)(F)F (trifluoroacetic acid). Yields the product FC(COC1=C(C=CC(=C1)S(=O)(=O)C)C=1C=2N(C=CC1)N=C(N2)NC2=CC1=C(CCNCC1)C=C2)F ({8-[2-(2,2-Difluoro-ethoxy)-4-methanesulfonyl-phenyl]-[1,2,4]triazolo[1,5-a]pyridin-2-yl}-(2,3,4,5-tetrahydro-1H-3-benzazepin-7yl)-amine), product. Isolated yield 85.0%. As a reaction SMILES: C(OC([N:8]1[CH2:14][CH2:13][C:12]2[CH:15]=[CH:16][C:17]([NH:19][C:20]3[N:43]=[C:23]4[C:24]([C:28]5[CH:33]=[CH:32][C:31]([S:34]([CH3:37])(=[O:36])=[O:35])=[CH:30][C:29]=5[O:38][CH2:39][CH:40]([F:42])[F:41])=[CH:25][CH:26]=[CH:27][N:22]4[N:21]=3)=[CH:18][C:11]=2[CH2:10][CH2:9]1)=O)(C)(C)C.FC(F)(F)C(O)=O>>[F:42][CH:40]([F:41])[CH2:39][O:38][C:29]1[CH:30]=[C:31]([S:34]([CH3:37])(=[O:35])=[O:36])[CH:32]=[CH:33][C:28]=1[C:24]1[C:23]2[N:22]([N:21]=[C:20]([NH:19][C:17]3[CH:16]=[CH:15][C:12]4[CH2:13][CH2:14][NH:8][CH2:9][CH2:10][C:11]=4[CH:18]=3)[N:43]=2)[CH:27]=[CH:26][CH:25]=1. Procedure: {8-[2-(2,2-Difluoro-ethoxy)-4-methanesulfonyl-phenyl]-[1,2,4]triazolo[1,5-a]pyridin-2-yl}-(2,3,4,5-tetrahydro-1H-3-benzazepin-7yl)-amine was prepared from 7-{8-[2-(2,2-difluoro-ethoxy)-4-methanesulfonyl-phenyl]-[1,2,4]triazolo[1,5-a]pyridin-2-ylamino}-1,2,4,5-tetrahydro-3-benzazepine-3-carboxylic acid tert-butyl ester (0.285 g, 0.465 mmol) and trifluoroacetic acid (2 mL) in a manner analogous to Example 312 to give product (0.203 g, 85%). MP=128-131° C. 1H NMR (400 MHz, (D3C)2SO, δ, ppm): 9.56 (...